Dataset: the Open Reaction Database (ORD), a public repository of structured organic reaction records. Task: describe an organic reaction: reactants, conditions, products, and yield Solvent: CCCCCC.CCOC(=O)C (hexane EtOAc), C(CC)O (n-propanol), C(CC)O (n-propanol), O (water). The reactants are OsO2 (OH)4, C(N)(OCC1=CC=CC=C1)=O (benzyl carbamate), C(C=CC1=CC=CC=C1)(=O)OC (methyl cinnamate), OsO2 (OH)4, [OH-].[Na+] (sodium hydroxide), solution, 4b, ClOC(C)(C)C (t-butyl hypochlorite). RXN SMILES: [OH-].[Na+].[C:3](=[O:13])([O:5][CH2:6][C:7]1[CH:12]=[CH:11][CH:10]=[CH:9][CH:8]=1)[NH2:4].Cl[O:15]C(C)(C)C.[C:20]([O:30][CH3:31])(=[O:29])[CH:21]=[CH:22][C:23]1[CH:28]=[CH:27][CH:26]=[CH:25][CH:24]=1>O.CC[C@H]1[C@@H]2C[C@H]([C@@H](OC3C=CC(O[C@@H](C4C=CN=C5C=4C=C(OC)C=C5)[C@@H]4N5C[C@@H](CC)[C@@H](CC5)C4)=C4C(C5C(C(=O)C=34)=CC=CC=5)=O)C3C=CN=C4C=3C=C(OC)C=C4)N(CC2)C1.CCCCCC.CCOC(C)=O.C(O)CC>[CH3:31][O:30][C:20](=[O:29])[C@H:21]([C@@H:22]([C:23]1[CH:24]=[CH:25][CH:26]=[CH:27][CH:28]=1)[OH:15])[NH:4][C:3]([O:5][CH2:6][C:7]1[CH:8]=[CH:9][CH:10]=[CH:11][CH:12]=1)=[O:13] |f:0.1,7.8|. The yield is 62.5%. Run at time 5 minute. Reagents/catalysts: CC[C@@H]1CN2CC[C@H]1C[C@@H]2[C@H](C3=C4C=C(C=CC4=NC=C3)OC)OC5=C6C(=C(C=C5)O[C@H]([C@H]7C[C@@H]8CCN7C[C@H]8CC)C9=C1C=C(C=CC1=NC=C9)OC)C(=O)C1=CC=CC=C1C6=O ((DHQD)2AQN). Procedure details: In a typical experiment, a reaction flask immersed in a water bath was charged with sodium hydroxide (3.05 mmol of a commercial 1.022 N solution) and diluted with water (4.5 mL) in a dark fume hood. Part of this alkaline solution (c. 0.5 mL)4b was transferred into a vial to dissolve K2 [OsO2 (OH)4 ] (14.7 mg, 0.04 mmol). With vigorous stirring, n-propanol (4 mL) and benzyl carbamate (0.469 g, 3.1 mmol) were added to the flask, followed by dropwise addition of freshly prepared t-butyl hypochlorit... Product: COC([C@@H](NC(=O)OCC1=CC=CC=C1)[C@H](O)C1=CC=CC=C1)=O ((2S,3R)-N-benzyloxycarbonyl-3-phenylserine methyl ester).